From a dataset of the Open Reaction Database (ORD), a public repository of structured organic reaction records. describe an organic reaction: reactants, conditions, products, and yield Starting materials: FC(CN1N=C(NCC1=O)C1=CC(=CC(=C1)Cl)Cl)(F)F (1-(2,2,2-trifluoroethyl)-3-(3,5-dichlorophenyl)-4,5-dihydro-1,2,4-triazin-6-one), [H-].[Na+] (sodium hydride), ClC(=O)OCC=C (allyl chloroformate). Solvent: O1CCCC1 (tetrahydrofuran). Reaction conditions: time 5 minute. The product is FC(CN1N=C(N(CC1=O)C(=O)OCC=C)C1=CC(=CC(=C1)Cl)Cl)(F)F (1-(2,2,2-trifluoroethyl)-3-(3,5-dichlorophenyl)-4-allyloxycarbonyl-4,5-dihydro-1,2,4-triazin-6-one). The yield is 93.2%. Reaction SMILES: [F:1][C:2]([F:20])([F:19])[CH2:3][N:4]1[C:9](=[O:10])[CH2:8][NH:7][C:6]([C:11]2[CH:16]=[C:15]([Cl:17])[CH:14]=[C:13]([Cl:18])[CH:12]=2)=[N:5]1.[H-].[Na+].Cl[C:24]([O:26][CH2:27][CH:28]=[CH2:29])=[O:25]>O1CCCC1>[F:20][C:2]([F:1])([F:19])[CH2:3][N:4]1[C:9](=[O:10])[CH2:8][N:7]([C:24]([O:26][CH2:27][CH:28]=[CH2:29])=[O:25])[C:6]([C:11]2[CH:12]=[C:13]([Cl:18])[CH:14]=[C:15]([Cl:17])[CH:16]=2)=[N:5]1 |f:1.2|. Procedure details: To a solution of 1-(2,2,2-trifluoroethyl)-3-(3,5-dichlorophenyl)-4,5-dihydro-1,2,4-triazin-6-one (110 mg, 0.34 mmol) in 5 mL tetrahydrofuran at was added sodium hydride (30 mg, 0.67 mmol). After the reaction stirred 5 min, the allyl chloroformate (0.07 mL, 0.67 mmol) was added dropwise. After the reaction was heated at reflux for 6 h, it was quenched with water and diluted with ethyl acetate. The two layers were separated and the aqueous phase was extracted with ethyl acetate (3×5 mL). The combi... Reactants: CC(C)CNC(C)(C)C, C=O, O=CO, [K+], [OH-]. Yields the product CC(C)CN(C)C(C)(C)C. RXN SMILES: [C:3]([CH3:4])([CH3:5])([CH3:6])[NH:7][CH2:8][CH:9]([CH3:10])[CH3:11].[CH2:1]=[O:2].[CH:12]([OH:13])=[O:14].[K+:16].[OH-:15]>>[C:3]([CH3:4])([CH3:5])([CH3:6])[N:7]([CH2:8][CH:9]([CH3:10])[CH3:11])[CH3:12]. Starting materials: FC1=CC=C(C=O)C=C1 (4-fluorobenzaldehyde), C1(CC1)C(CC(=O)OCC)=O (ethyl 3-cyclopropyl-3-oxopropionate), N1CCCCC1 (piperidine), CC(=O)O (HOAc). Run in C1=CC=CC=C1 (benzene), O (water), CCOCC (Et2O). The product is FCC(=O)C1=CC=CC=C1 (2-fluoroacetophenone). Yield: 82.0%. RXN SMILES: [F:1][C:2]1C=CC(C=O)=CC=1.[CH:10]1([C:13](=O)[CH2:14][C:15]([O:17]CC)=O)[CH2:12][CH2:11]1.N1CCCC[CH2:22]1.CC(O)=O>C1C=CC=CC=1.CCOCC.O>[F:1][CH2:2][C:15]([C:14]1[CH:22]=[CH:11][CH:12]=[CH:10][CH:13]=1)=[O:17]. Reported procedure: A mixture of 4-fluorobenzaldehyde (4.768 gm, 38.4 mmol), ethyl 3-cyclopropyl-3-oxopropionate from Example 88, part A (6.000 gm, 38.4 mmol), piperidine (380 μl), and HOAc (75 μl) was refluxed in benzene (40 ml) with removal of water (Dean-Stark trap) for 16 hours. The cooled mixture was diluted with Et2O and washed successively with 5% HCl, saturated NaHCO3, H2O, and brine, then dried (Na2SO4), filtered, and stripped to yield an oil. Distillation of the oil (bp 127°-135° C. at 0.2 mm Hg) afforded... Reactants: CS(=O)(=O)OC1CN(C1)C=1SC=C(N1)C(=O)N1CCN(CC1)C (3-methanesulfonyloxy-1-[4-(4-methylpiperazine-1-carbonyl)-1,3-thiazol-2-yl]azetidine), C(C)(=S)[O-].[K+] (potassium thioacetate). Run in CN(C=O)C (dimethylformamide). Reaction conditions: temperature 90 celsius, time 4 hour. The product is C(C)(=O)SC1CN(C1)C=1SC=C(N1)C(=O)N1CCN(CC1)C (3-acetylthio-1-[4-(4-methylpiperazine-1-carbonyl)-1,3-thiazol-2-yl]azetidine). Isolated yield 51.4%. Reaction SMILES: CS(O[CH:6]1[CH2:9][N:8]([C:10]2[S:11][CH:12]=[C:13]([C:15]([N:17]3[CH2:22][CH2:21][N:20]([CH3:23])[CH2:19][CH2:18]3)=[O:16])[N:14]=2)[CH2:7]1)(=O)=O.[C:24]([O-:27])(=[S:26])[CH3:25].[K+]>CN(C)C=O>[C:24]([S:26][CH:6]1[CH2:7][N:8]([C:10]2[S:11][CH:12]=[C:13]([C:15]([N:17]3[CH2:18][CH2:19][N:20]([CH3:23])[CH2:21][CH2:22]3)=[O:16])[N:14]=2)[CH2:9]1)(=[O:27])[CH3:25] |f:1.2|. Procedure details: To a solution of 3-methanesulfonyloxy-1-[4-(4-methylpiperazine-1-carbonyl)-1,3-thiazol-2-yl]azetidine (537 mg, 1.49 mmol) (obtained as described in Reference Example 20(3)) in dimethylformamide (16 ml) was added potassium thioacetate (1.02 g, 8.94 mmol) at room temperature. The mixture was stirred in an oil bath (90° C.) for 4 hours. After checking the completion of the reaction, the reaction mixture was partitioned between ethyl acetate and 10% aqueous sodium chloride solution. The organic laye... The product is CC([C@@H](C(NCCCCC=O)=O)NC(OCC1C2=CC=CC=C2C=2C=CC=CC12)=O)(C)SC(C1=CC=CC=C1)(C1=CC=CC=C1)C1=CC=CC=C1 ((R)-(9H-fluoren-9-yl)methyl 3-methyl-1-oxo-1-(5-oxopentylamino)-3-(tritylthio)butan-2-ylcarbamate). The solvent is C(Cl)Cl (DCM), C(Cl)Cl (DCM), C(Cl)Cl (DCM). Yield: 97.9%. Reaction conditions: temperature -78 celsius, time 30 minute. RXN SMILES: C(Cl)(=O)C(Cl)=O.CS(C)=O.[OH:11][CH2:12][CH2:13][CH2:14][CH2:15][CH2:16][NH:17][C:18](=[O:61])[C@@H:19]([NH:43][C:44](=[O:60])[O:45][CH2:46][CH:47]1[C:59]2[CH:58]=[CH:57][CH:56]=[CH:55][C:54]=2[C:53]2[C:48]1=[CH:49][CH:50]=[CH:51][CH:52]=2)[C:20]([CH3:42])([S:22][C:23]([C:36]1[CH:41]=[CH:40][CH:39]=[CH:38][CH:37]=1)([C:30]1[CH:35]=[CH:34][CH:33]=[CH:32][CH:31]=1)[C:24]1[CH:29]=[CH:28][CH:27]=[CH:26][CH:25]=1)[CH3:21]>C(Cl)Cl>[CH3:42][C:20]([S:22][C:23]([C:36]1[CH:41]=[CH:40][CH:39]=[CH:38][CH:37]=1)([C:30]1[CH:35]=[CH:34][CH:33]=[CH:32][CH:31]=1)[C:24]1[CH:29]=[CH:28][CH:27]=[CH:26][CH:25]=1)([CH3:21])[C@H:19]([NH:43][C:44](=[O:60])[O:45][CH2:46][CH:47]1[C:59]2[CH:58]=[CH:57][CH:56]=[CH:55][C:54]=2[C:53]2[C:48]1=[CH:49][CH:50]=[CH:51][CH:52]=2)[C:18](=[O:61])[NH:17][CH2:16][CH2:15][CH2:14][CH2:13][CH:12]=[O:11]. Reactants: OCCCCCNC([C@H](C(C)(SC(C1=CC=CC=C1)(C1=CC=CC=C1)C1=CC=CC=C1)C)NC(OCC1C2=CC=CC=C2C=2C=CC=CC12)=O)=O ((R)-(9H-fluoren-9-yl)methyl 1-(5-hydroxypentylamino)-3-methyl-1-oxo-3-(tritylthio)butan-2-ylcarbamate), solution, TEA, C(C(=O)Cl)(=O)Cl (oxalyl chloride), CS(=O)C (DMSO). Procedure: To a round bottom dry flask was added DCM (2 mL), and a 2 M solution of oxalyl chloride in DCM (0.100 mL, 0.200 mmol). The reaction was cooled to −78° C. Then slowly was DMSO (0.028 mL, 0.401 mmol) added over 5 min. The reaction was stirred at −78° C. for 30 min. Then (R)-(9H-fluoren-9-yl)methyl 1-(5-hydroxypentylamino)-3-methyl-1-oxo-3-(tritylthio)butan-2-ylcarbamate (100 mg, 0.143 mmol) in DCM (3 mL) was added to the reaction over 5 min and the reaction was stirred at −78° C. for 45 min. Then ... Starting materials: CSc1ccc(OCc2c(-c3ccccc3)noc2C)nc1, ClCCl, O=S(=O)(c1ccccc1)N1OC1c1ccccc1. Yields the product Cc1onc(-c2ccccc2)c1COc1ccc(S(C)=O)cn1. Reaction SMILES: [CH3:1][c:2]1[c:3]([CH2:13][O:14][c:15]2[n:16][cH:17][c:18]([S:21][CH3:22])[cH:19][cH:20]2)[c:4](-[c:7]2[cH:8][cH:9][cH:10][cH:11][cH:12]2)[n:5][o:6]1.[Cl:41][CH2:42][Cl:43].[c:23]1([S:24]([N:25]2[CH:26]([c:27]3[cH:28][cH:29][cH:31][cH:32][cH:33]3)[O:34]2)(=[O:30])=[O:35])[cH:36][cH:37][cH:38][cH:39][cH:40]1>>[CH3:1][c:2]1[c:3]([CH2:13][O:14][c:15]2[n:16][cH:17][c:18]([S:21]([CH3:22])=[O:30])[cH:19][cH:20]2)[c:4](-[c:7]2[cH:8][cH:9][cH:10][cH:11][cH:12]2)[n:5][o:6]1. The reactants are CCOC(=O)c1c(C(F)(F)F)nc2ccccc2c1O, ClCCl, [Na+], [OH-]. The product is O=C(O)c1c(C(F)(F)F)nc2ccccc2c1O. As a reaction SMILES: [CH2:1]([CH3:2])[O:3][C:4](=[O:5])[c:6]1[c:7]([C:17]([F:18])([F:19])[F:20])[n:8][c:9]2[cH:10][cH:11][cH:12][cH:13][c:14]2[c:15]1[OH:16].[Cl:21][CH2:22][Cl:23].[Na+:25].[OH-:24]>>[O:3]=[C:4]([OH:5])[c:6]1[c:7]([C:17]([F:18])([F:19])[F:20])[n:8][c:9]2[cH:10][cH:11][cH:12][cH:13][c:14]2[c:15]1[OH:16].